describe an organic reaction: reactants, conditions, products, and yield From a dataset of the Open Reaction Database (ORD), a public repository of structured organic reaction records. Starting materials: BrC(C(=O)OCC)CC (Ethyl bromobutyrate), ice water, ClC1=CC=C(C=C1)C1=NCC=2N(C3=C1C=C(S3)CC)C(=NN2)C (4-(4-Chlorophenyl)-2-ethyl-9-methyl-6H-thieno[3,2-f][1,2,4]triazolo[4,3-a][1,4]diazepine), [H-].[Na+] (sodium hydride), ice water. The solvent is C(OCC)(OCC)=O (diethyl carbonate). Yields the product ClC1=CC=C(C=C1)C1=NC(C=2N(C3=C1C=C(S3)CC)C(=NN2)C)(C(=O)OCC)CCCC(=O)OCC ((±)-ethyl 4-(4-(4-chlorophenyl)-6-ethoxycarbonyl-2-ethyl-9-methyl-6H-thieno[3,2-f][1,2,4]triazolo[4,3-a][1,4]diazepin-6-yl)butyrate). Reaction SMILES: [Cl:1][C:2]1[CH:7]=[CH:6][C:5]([C:8]2[C:14]3[CH:15]=[C:16]([CH2:18][CH3:19])[S:17][C:13]=3[N:12]3[C:20]([CH3:23])=[N:21][N:22]=[C:11]3[CH2:10][N:9]=2)=[CH:4][CH:3]=1.[H-].[Na+].Br[CH:27]([CH2:33][CH3:34])[C:28]([O:30][CH2:31][CH3:32])=[O:29]>C(=O)(OCC)OCC>[Cl:1][C:2]1[CH:3]=[CH:4][C:5]([C:8]2[C:14]3[CH:15]=[C:16]([CH2:18][CH3:19])[S:17][C:13]=3[N:12]3[C:20]([CH3:23])=[N:21][N:22]=[C:11]3[C:10]([CH2:34][CH2:33][CH2:27][C:28]([O:30][CH2:31][CH3:32])=[O:29])([C:28]([O:30][CH2:31][CH3:32])=[O:29])[N:9]=2)=[CH:6][CH:7]=1 |f:1.2|. Procedure: 4-(4-Chlorophenyl)-2-ethyl-9-methyl-6H-thieno[3,2-f][1,2,4]triazolo[4,3-a][1,4]diazepine (6 g) is dissolved in diethyl carbonate (100 ml) under a nitrogen stream, and 60% sodium hydride (1.2 g) is added with stirring at room temperature. The mixture is refluxed under heating for 1 hour and cooled to 50° C. with ice water. Ethyl bromobutyrate (4.3 ml) is added. After stirring at 100° C. for 2 hours, the reaction mixture is poured into ice water (1 l) and extracted with ethyl acetate. The organic ... The reactants are COC1=C(C=C(C(=C1)OCOC)OC)OCOC (1,4-dimethoxy-2,5-bis(methoxymethoxy)benzene), CSSC (dimethyl disulfide), CN(CCN(C)C)C (N,N,N',N'-tetramethylethylenediamine), C(CCC)[Li] (n-butyllithium). The solvent is C1(=CC=CC=C1)C (toluene), CN(P(N(C)C)(N(C)C)=O)C (hexamethylphosphoric triamide), C(C)OCC (diethyl ether). Conditions: temperature -78 celsius, time 20 minute. Yields the product COC1=C(C(=C(C(=C1)OCOC)OC)SC)OCOC (1,4-dimethoxy-2,5-bis(methoxymethoxy)-3-methylthiobenzene). Reaction SMILES: [CH3:1][O:2][C:3]1[CH:8]=[C:7]([O:9][CH2:10][O:11][CH3:12])[C:6]([O:13][CH3:14])=[CH:5][C:4]=1[O:15][CH2:16][O:17][CH3:18].CN(C)CCN(C)C.C([Li])CCC.[CH3:32][S:33]SC>C1(C)C=CC=CC=1.CN(C)P(=O)(N(C)C)N(C)C.C(OCC)C>[CH3:14][O:13][C:6]1[CH:5]=[C:4]([O:15][CH2:16][O:17][CH3:18])[C:3]([O:2][CH3:1])=[C:8]([S:33][CH3:32])[C:7]=1[O:9][CH2:10][O:11][CH3:12]. Reported procedure: 259 Milligrams of 1,4-dimethoxy-2,5-bis(methoxymethoxy)benzene was dissolved in a mixed solvent of 12 ml of toluene with 3 ml of hexamethylphosphoric triamide, to this solution was added 0.303 ml of N,N,N',N'-tetramethylethylenediamine, then the whole mixture was cooled to -78° C. in a dry ice-acetone bath. Next, 1.34 ml of n-butyllithium (1.6 mole hexane solution ) was added dropwise to the reaction mixture and stirred for 20 minutes. Further, 0.14 ml of dimethyl disulfide was added dropwise an... Starting materials: CC(=O)OC1OCCC1NC(=O)C(CC(C)C)NC(=O)Nc1cccc2ccccc12, CO, Cl. Yields the product COC1OCCC1NC(=O)C(CC(C)C)NC(=O)Nc1cccc2ccccc12. Reaction SMILES: [C:1](=[O:2])([CH3:3])[O:4][CH:5]1[O:6][CH2:7][CH2:8][CH:9]1[NH:10][C:11]([CH:12]([NH:13][C:14]([NH:15][c:16]1[cH:17][cH:18][cH:19][c:20]2[cH:21][cH:22][cH:23][cH:24][c:25]12)=[O:26])[CH2:27][CH:28]([CH3:29])[CH3:30])=[O:31].[CH3:33][OH:34].[ClH:32]>>[CH3:1][O:4][CH:5]1[O:6][CH2:7][CH2:8][CH:9]1[NH:10][C:11]([CH:12]([NH:13][C:14]([NH:15][c:16]1[cH:17][cH:18][cH:19][c:20]2[cH:21][cH:22][cH:23][cH:24][c:25]12)=[O:26])[CH2:27][CH:28]([CH3:29])[CH3:30])=[O:31]. The reactants are BrC1=C(C=C(C=C1)\N=C(/CC(=O)OCC)\OCC)OC (Ethyl (3E)-3-[(4-bromo-3-methoxyphenyl)imino]-3-ethoxypropanoate). Run in C1=CC=C(C=C1)C2=CC=CC=C2.C1=CC=C(C=C1)OC2=CC=CC=C2 (DOWTHERM), C1=CC=C(C=C1)C2=CC=CC=C2.C1=CC=C(C=C1)OC2=CC=CC=C2 (DOWTHERM). Run at temperature 250 celsius, time 5 minute. Yields the product BrC=1C=C2C(=CC(=NC2=CC1OC)OCC)O (6-Bromo-2-ethoxy-7-methoxyquinolin-4-ol). RXN SMILES: [Br:1][C:2]1[CH:7]=[CH:6][C:5](/[N:8]=[C:9](/[O:16][CH2:17][CH3:18])\[CH2:10][C:11]([O:13]CC)=O)=[CH:4][C:3]=1[O:19][CH3:20]>C1C=CC(C2C=CC=CC=2)=CC=1.C1C=CC(OC2C=CC=CC=2)=CC=1>[Br:1][C:2]1[CH:7]=[C:6]2[C:5](=[CH:4][C:3]=1[O:19][CH3:20])[N:8]=[C:9]([O:16][CH2:17][CH3:18])[CH:10]=[C:11]2[OH:13] |f:1.2|. Reported procedure: To a stirred solution of DOWTHERM (300 mL) at 250° C. was added a solution of the product of Step 2 (30.0 g, 87 mmol) in DOWTHERM (30 mL). The resulting solution was stirred at 250° C. for 5 minutes, cooled to RT and filtered. The resulting cake was washed with hexane (3×50 mL), then dried to give the title product. 1H NMR (400 MHz, CD3OD) δ 8.25 (s, 1H); 6.92 (s, 1H); 5.80 (s, 1H); 4.27 (q, J=7.1 Hz, 2H); 3.97 (s, 3H); 1.46 (t, J=7.0 Hz, 3H) ppm. LRMS (ESI) m/z 298.0 [(M+H)+; calcd for C12H13Br...